Dataset: the Open Reaction Database (ORD), a public repository of structured organic reaction records. Task: describe an organic reaction: reactants, conditions, products, and yield The reactants are NC1=CC=C2C3C(COC2=C1C(=O)OC)C3 (Methyl (1aRS,7bSR)-5-amino-1,1a,2,7b-tetrahydrocyclopropa[c]chromene-4-carboxylate), NC1=CC=C2C3C(COC2=C1C(=O)OC)C3 (Methyl (1aRS,7bSR)-5-amino-1,1a,2,7b-tetrahydrocyclopropa[c]chromene-4-carboxylate), C(C)N1C[C@H](CC1)CC1=C(C=CC(=C1)F)S(=O)(=O)Cl (2-((S)-1-ethylpyrrolidin-3-ylmethyl)-4-fluorobenzenesulfonyl chloride), C(C)N1C[C@H](CC1)CC1=C(C=CC(=C1)F)S(=O)(=O)Cl (2-((S)-1-ethylpyrrolidin-3-ylmethyl)-4-fluorobenzenesulfonyl chloride). The solvent is C(Cl)Cl (DCM), N1=CC=CC=C1 (pyridine), C(Cl)Cl (DCM). Conditions: temperature 40 celsius. The product is C(C)N1C[C@H](CC1)CC1=C(C=CC(=C1)F)S(=O)(=O)NC1=CC=C2[C@H]3[C@@H](COC2=C1C(=O)OC)C3 (methyl (1aS,7bR)-5-[2-((S)-1-ethylpyrrolidin-3-ylmethyl)-4-fluoro-benzenesulfonylamino]-1,1a,2,7b-tetrahydrocyclopropa[c]chromene-4-carboxylate). The yield is 25.8%. As a reaction SMILES: [NH2:1][C:2]1[C:11]([C:12]([O:14][CH3:15])=[O:13])=[C:10]2[C:5]([CH:6]3[CH2:16][CH:7]3[CH2:8][O:9]2)=[CH:4][CH:3]=1.[CH2:17]([N:19]1[CH2:23][CH2:22][C@H:21]([CH2:24][C:25]2[CH:30]=[C:29]([F:31])[CH:28]=[CH:27][C:26]=2[S:32](Cl)(=[O:34])=[O:33])[CH2:20]1)[CH3:18]>C(Cl)Cl.N1C=CC=CC=1>[CH2:17]([N:19]1[CH2:23][CH2:22][C@H:21]([CH2:24][C:25]2[CH:30]=[C:29]([F:31])[CH:28]=[CH:27][C:26]=2[S:32]([NH:1][C:2]2[C:11]([C:12]([O:14][CH3:15])=[O:13])=[C:10]3[C:5]([C@@H:6]4[CH2:16][C@@H:7]4[CH2:8][O:9]3)=[CH:4][CH:3]=2)(=[O:33])=[O:34])[CH2:20]1)[CH3:18]. Procedure details: A solution of methyl 5-amino-1,1a,2,7b-tetrahydrocyclopropa[c]chromene-4-carboxylate (Intermediate 42, 0.19 g) in DCM (10 mL) and pyridine (3.5 mL) was treated with a solution of 2-((S)-1-ethylpyrrolidin-3-ylmethyl)-4-fluorobenzenesulfonyl chloride (Intermediate 114, 0.26 g) in DCM (5 mL) and the mixture was stirred and heated at 40° C. for 1 hour. The resultant mixture was evaporated to dryness and the residue was purified by chromatography on silica, eluting with a mixture of DCM and methanol ... Starting materials: C(C)(C)(C)OC(=O)N1[C@@H](C[C@H](C1)O[Si](C)(C)C(C)(C)C)COCC(=O)OC ((2S,4R)-1-t-butoxycarbonyl-4-t-butyl dimethylsilyloxy-2-(methoxycarbonylmethyloxymethyl)pyrrolidine), N (ammonia). Solvent: CO (methanol). Conditions: time 5 hour. Product: C(C)(C)(C)OC(=O)N1[C@@H](C[C@H](C1)O[Si](C)(C)C(C)(C)C)COCC(N)=O ((2S,4R)-1-t-butoxycarbonyl-4-t-butyldimethylsilyloxy-2-(carbamoylmethyloxymethyl)pyrrolidine). RXN SMILES: [C:1]([O:5][C:6]([N:8]1[CH2:12][C@H:11]([O:13][Si:14]([C:17]([CH3:20])([CH3:19])[CH3:18])([CH3:16])[CH3:15])[CH2:10][C@H:9]1[CH2:21][O:22][CH2:23][C:24]([O:26]C)=O)=[O:7])([CH3:4])([CH3:3])[CH3:2].[NH3:28]>CO>[C:1]([O:5][C:6]([N:8]1[CH2:12][C@H:11]([O:13][Si:14]([C:17]([CH3:20])([CH3:19])[CH3:18])([CH3:16])[CH3:15])[CH2:10][C@H:9]1[CH2:21][O:22][CH2:23][C:24](=[O:26])[NH2:28])=[O:7])([CH3:4])([CH3:3])[CH3:2]. Procedure details: A solution of (2S,4R)-1-t-butoxycarbonyl-4-t-butyl dimethylsilyloxy-2-(methoxycarbonylmethyloxymethyl)pyrrolidine (0.75 g) in methanol (21 ml) was saturated with ammonia at ambient temperature and the solution was stirred at the same temperature for 5 hours. The mixture was concentrated under reduced pressure to give a syrup. The syrup was subjected to a column chromatography on silica gel (15 g) and eluted with a mixture of methanol and chloroform (1:99 V/V) to give (2S,4R)-1-t-butoxycarbonyl-4...